Dataset: the Open Reaction Database (ORD), a public repository of structured organic reaction records. Task: describe an organic reaction: reactants, conditions, products, and yield The reactants are CC(C)(C)NC(=O)C1CC(c2ccccc2)CCN1CC(O)C(N)Cc1ccccc1, CC(C)(C)NC(=O)C1CC(c2ccccc2)CCN1CC(O)C(Cc1ccccc1)NC(=O)OCc1ccccc1, CCN=C=NCCCN(C)C, CCOCC, CO, [Li], CN(C)C=O, On1nnc2ccccc21, CCC(C)C(NC(=O)OCc1ccccn1)C(=O)O. Yields the product CCC(C)C(NC(=O)OCc1ccccn1)C(=O)NC(Cc1ccccc1)C(O)CN1CCC(c2ccccc2)CC1C(=O)NC(C)(C)C. Reaction SMILES: [C:1]([CH3:2])([CH3:3])([CH3:4])[NH:5][C:6](=[O:7])[CH:8]1[N:9]([CH2:20][CH:21]([CH:22]([CH2:23][c:24]2[cH:25][cH:26][cH:27][cH:28][cH:29]2)[NH2:30])[OH:31])[CH2:10][CH2:11][CH:12]([c:14]2[cH:15][cH:16][cH:17][cH:18][cH:19]2)[CH2:13]1.[C:32]([NH:33][C:34]([CH:35]1[CH2:36][CH:37]([c:38]2[cH:39][cH:40][cH:41][cH:42][cH:43]2)[CH2:44][CH2:45][N:46]1[CH2:47][CH:48]([OH:49])[CH:50]([NH:51][C:52]([O:53][CH2:54][c:55]1[cH:56][cH:57][cH:58][cH:59][cH:60]1)=[O:61])[CH2:62][c:63]1[cH:64][cH:65][cH:66][cH:67][cH:68]1)=[O:69])([CH3:70])([CH3:71])[CH3:72].[CH2:103]([N:104]=[C:105]=[N:106][CH2:107][CH2:108][CH2:109][N:110]([CH3:111])[CH3:112])[CH3:113].[CH3:119][CH2:120][O:121][CH2:122][CH3:123].[CH3:124][OH:125].[Li:73].[O:114]=[CH:115][N:116]([CH3:117])[CH3:118].[OH:93][n:94]1[c:95]2[cH:96][cH:97][cH:98][cH:99][c:100]2[n:101][n:102]1.[n:74]1[c:75]([CH2:80][O:81][C:82](=[O:83])[NH:84][CH:85]([CH:86]([CH3:87])[CH2:88][CH3:89])[C:90](=[O:91])[OH:92])[cH:76][cH:77][cH:78][cH:79]1>>[C:1]([CH3:2])([CH3:3])([CH3:4])[NH:5][C:6](=[O:7])[CH:8]1[N:9]([CH2:20][CH:21]([CH:22]([CH2:23][c:24]2[cH:25][cH:26][cH:27][cH:28][cH:29]2)[NH:30][C:90]([CH:85]([NH:84][C:82]([O:81][CH2:80][c:75]2[n:74][cH:79][cH:78][cH:77][cH:76]2)=[O:83])[CH:86]([CH3:87])[CH2:88][CH3:89])=[O:91])[OH:31])[CH2:10][CH2:11][CH:12]([c:14]2[cH:15][cH:16][cH:17][cH:18][cH:19]2)[CH2:13]1. Starting materials: CCCCCCCCCCCCC#CC(Br)CCCCC(=O)OC, O=C([O-])[O-], [Cs+], [Cs+], CN(C)C=O, COC(=O)CCCCCS. Product: CCCCCCCCCCCCC#CC(CCCCC(=O)OC)SCCCCCC(=O)OC. As a reaction SMILES: [Br:1][CH:2]([CH2:3][CH2:4][CH2:5][CH2:6][C:7](=[O:8])[O:9][CH3:10])[C:11]#[C:12][CH2:13][CH2:14][CH2:15][CH2:16][CH2:17][CH2:18][CH2:19][CH2:20][CH2:21][CH2:22][CH2:23][CH3:24].[C:35](=[O:36])([O-:37])[O-:38].[Cs+:39].[Cs+:40].[O:41]=[CH:42][N:43]([CH3:44])[CH3:45].[SH:25][CH2:26][CH2:27][CH2:28][CH2:29][CH2:30][C:31](=[O:32])[O:33][CH3:34]>>[CH:2]([CH2:3][CH2:4][CH2:5][CH2:6][C:7](=[O:8])[O:9][CH3:10])([C:11]#[C:12][CH2:13][CH2:14][CH2:15][CH2:16][CH2:17][CH2:18][CH2:19][CH2:20][CH2:21][CH2:22][CH2:23][CH3:24])[S:25][CH2:26][CH2:27][CH2:28][CH2:29][CH2:30][C:31](=[O:32])[O:33][CH3:34]. The reactants are CC(=C)C1=CC=CC=C1 (α-methyl styrene), Cl (hydrogen chloride). Run in C(Cl)Cl (methylene chloride). Yields the product C(C)(C)(C1=CC=CC=C1)Cl (α-cumyl chloride). Reaction SMILES: [CH3:1][C:2]([C:4]1[CH:9]=[CH:8][CH:7]=[CH:6][CH:5]=1)=[CH2:3].[ClH:10]>C(Cl)Cl>[C:2]([Cl:10])([C:4]1[CH:9]=[CH:8][CH:7]=[CH:6][CH:5]=1)([CH3:1])[CH3:3]. Procedure details: 183 g of α-methyl styrene, dissolved in 600 ml of methylene chloride, were reacted with hydrogen chloride at a temperature of from -12 to -10° C. to yield α-cumyl chloride. The resulting solution was added dropwise at a temperature of -10° C. to a mixture of 3 g of anhydrous aluminum trichloride, 12 g of anhydrous iron trichloride, 0.5 g of phosphorus pentoxide and 1800 ml of methylene chloride in the course of 60 minutes, and the mixture was then stirred at -10° C. for a further 4 hours. To ter... RXN SMILES: [F:1][C:2]1[CH:3]=[C:4]([CH:24]=[CH:25][C:26]=1[C:27]1[O:28][C:29]([CH3:32])=[N:30][N:31]=1)[O:5][CH2:6][CH2:7][C@H:8]1[CH2:10][C@H:9]1[CH:11]1[CH2:16][CH2:15][N:14]([C:17](OC(C)(C)C)=O)[CH2:13][CH2:12]1.C(O)(C(F)(F)F)=O.ClC1[N:46]=[CH:45][C:44]([CH3:47])=[CH:43][N:42]=1.C1CCN2C(=NCCC2)CC1>ClCCl.O.CCOC(C)=O>[CH3:47][C:44]1[CH:43]=[N:42][C:17]([N:14]2[CH2:13][CH2:12][CH:11]([C@@H:9]3[CH2:10][C@@H:8]3[CH2:7][CH2:6][O:5][C:4]3[CH:24]=[CH:25][C:26]([C:27]4[O:28][C:29]([CH3:32])=[N:30][N:31]=4)=[C:2]([F:1])[CH:3]=3)[CH2:16][CH2:15]2)=[N:46][CH:45]=1. Conditions: temperature 90 celsius, time 2 hour. Procedure: rac-cis-tert-Butyl 4-(2-{2-[3-fluoro-4-(5-methyl-1,3,4-oxadiazol-2-yl)phenoxy]ethyl}cyclopropyl)piperidine-1-carboxylate from step 1 of this example (40 mg, 0.09 mmol) was dissolved in 0.5 mL dichloromethane. TFA (0.5 mL) was carefully added. The mixture was stirred at room temperature for 20 min, upon which the volatile TFA was removed in vacuo and further dried i. vac. for 2 hours. The residue was redissolved in 1 mL NMP. 2-Chloro-5-methylpyrimidine (23 mg, 0.18 mmol) and DBU (0.135 mL, 0.9 mm... Product: CC=1C=NC(=NC1)N1CCC(CC1)[C@H]1[C@H](C1)CCOC1=CC(=C(C=C1)C=1OC(=NN1)C)F (rac-cis-5-Methyl-2-[4-(2-{2-[3-fluoro-4-(5-methyl-1,3,4-oxadiazol-2-yl)phenoxy]ethyl}cyclopropyl)piperidin-1-yl]pyrimidine). The solvent is O (water), CCOC(=O)C (EtOAc), ClCCl (dichloromethane). Starting materials: ClC1=NC=C(C=N1)C (2-Chloro-5-methylpyrimidine), C1CCC2=NCCCN2CC1 (DBU), FC=1C=C(OCC[C@@H]2[C@@H](C2)C2CCN(CC2)C(=O)OC(C)(C)C)C=CC1C=1OC(=NN1)C (rac-cis-tert-Butyl 4-(2-{2-[3-fluoro-4-(5-methyl-1,3,4-oxadiazol-2-yl)phenoxy]ethyl}cyclopropyl)piperidine-1-carboxylate), C(=O)(C(F)(F)F)O (TFA), C(=O)(C(F)(F)F)O (TFA).